The task is: describe an organic reaction: reactants, conditions, products, and yield. This data is from the Open Reaction Database (ORD), a public repository of structured organic reaction records. Reactants: CO, Cc1c(F)cc(C(=O)NC2CC2)cc1-c1ccc(C(=O)NCC(C)C)cn1, ClC(Cl)Cl, O=C(OO)c1cccc(Cl)c1. The product is Cc1c(F)cc(C(=O)NC2CC2)cc1-c1ccc(C(=O)NCC(C)C)c[n+]1[O-]. Reaction SMILES: [CH3:43][OH:44].[CH:12]1([NH:15][C:16](=[O:17])[c:18]2[cH:19][c:20]([F:38])[c:21]([CH3:37])[c:22](-[c:24]3[n:25][cH:26][c:27]([C:28](=[O:29])[NH:30][CH2:31][CH:32]([CH3:33])[CH3:34])[cH:35][cH:36]3)[cH:23]2)[CH2:13][CH2:14]1.[CH:39]([Cl:40])([Cl:41])[Cl:42].[OH:1][O:2][C:3]([c:4]1[cH:5][c:6]([Cl:7])[cH:8][cH:9][cH:10]1)=[O:11]>>[O-:1][n+:25]1[c:24](-[c:22]2[c:21]([CH3:37])[c:20]([F:38])[cH:19][c:18]([C:16]([NH:15][CH:12]3[CH2:13][CH2:14]3)=[O:17])[cH:23]2)[cH:36][cH:35][c:27]([C:28](=[O:29])[NH:30][CH2:31][CH:32]([CH3:33])[CH3:34])[cH:26]1. Starting materials: C(C)(C)(C)OC(C(C)(C)SC=1SC=C(N1)CCN)=O (2-{[4-(2-aminoethyl)-1,3-thiazol-2-yl]thio}-2-methylpropionic acid tert-butyl ester), FC(C(=O)O)(F)F (trifluoroacetic acid), ClC1=NC=C(C=C1)C#N (2-chloro-5-cyanopyridine), C1(=CC=C(C=C1)CCl)C1=CC=CC=C1 (biphenyl-4-ylmethyl chloride). Solvent: ClCCl (dichloromethane). Conditions: time 12 hour. The product is C1(=CC=C(C=C1)CN(CCC=1N=C(SC1)SC(C(=O)O)(C)C)C1=NC=C(C=C1)C#N)C1=CC=CC=C1 (2-[(4-{2-[(biphenyl-4-ylmethyl)(5-cyanopyridin-2-yl)amino]ethyl}-1,3-thiazol-2-yl)thio]-2-methylpropionic acid). Reaction SMILES: C([O:5][C:6](=[O:19])[C:7]([S:10][C:11]1[S:12][CH:13]=[C:14]([CH2:16][CH2:17][NH2:18])[N:15]=1)([CH3:9])[CH3:8])(C)(C)C.Cl[C:21]1[CH:26]=[CH:25][C:24]([C:27]#[N:28])=[CH:23][N:22]=1.[C:29]1([C:37]2[CH:42]=[CH:41][CH:40]=[CH:39][CH:38]=2)[CH:34]=[CH:33][C:32]([CH2:35]Cl)=[CH:31][CH:30]=1.FC(F)(F)C(O)=O>ClCCl>[C:29]1([C:37]2[CH:38]=[CH:39][CH:40]=[CH:41][CH:42]=2)[CH:30]=[CH:31][C:32]([CH2:35][N:18]([C:21]2[CH:26]=[CH:25][C:24]([C:27]#[N:28])=[CH:23][N:22]=2)[CH2:17][CH2:16][C:14]2[N:15]=[C:11]([S:10][C:7]([CH3:8])([CH3:9])[C:6]([OH:5])=[O:19])[S:12][CH:13]=2)=[CH:33][CH:34]=1. Procedure details: A compound obtained by an operation similar to that of Example 265-1 and using 2-{[4-(2-aminoethyl)-1,3-thiazol-2-yl]thio}-2-methylpropionic acid tert-butyl ester synthesized in Example 7 and 2-chloro-5-cyanopyridine as starting materials, followed by an operation similar to that of Example 265-2 and using biphenyl-4-ylmethyl chloride as starting material was treated with dichloromethane and trifluoroacetic acid, and the mixture was stirred at room temperature for 12 hr. The reaction solution wa... The reactants are C1=CC=C(C(=C1)N)Cl, C1=CC2=C(C=C1Br)NN=C2. The reagents and catalysts are C(=O)([O-])[O-].[Cs+].[Cs+], C1=CC=C(C=C1)P(C2=CC=CC=C2)C3=C(C4=CC=CC=C4C=C3)C5=C(C=CC6=CC=CC=C65)P(C7=CC=CC=C7)C8=CC=CC=C8, CC(=O)O.CC(=O)O.[Pd]. Run in CC1=CC=CC=C1. Run at temperature 80 celsius. Yields the product C1=CC=C(C(=C1)NC2=CC3=C(C=C2)C=NN3)Cl. The yield is 0.0%. Reported procedure: Palladium(II) acetate (0.342 g, 1.52 mmol) and rac-2,2'-bis(diphenylphosphino)-1,1'-binaphthyl (1.422 g, 2.28 mmol) were added to a stirred slurry of 2-chloroaniline (1.763 mL, 16.75 mmol), 6-bromo-1H-indazole (3 g, 15.23 mmol) and cesium carbonate (9.92 g, 30.45 mmol) in toluene (50 mL) at 23°C under nitrogen. The resulting slurry was stirred at 80 °C for 2 hours.  The reaction was incomplete (both SM left) so the temperature was increased to 100°C and the reaction mixture was stirred for a fur... Starting materials: resultant mixture, CC1NC1 (2-methylaziridine), C(C)(C)N(C(C)C)CC (N,N-diisopropylethylamine), BrCC(=O)OCC (ethyl bromoacetate). Run in ClCCl (dichloromethane). Conditions: time 8 hour. Yields the product CC1N(C1)CC(=O)OCC (Ethyl (2-methylaziridin-1-yl)acetate). Reaction SMILES: [CH3:1][CH:2]1[CH2:4][NH:3]1.C(N(CC)C(C)C)(C)C.Br[CH2:15][C:16]([O:18][CH2:19][CH3:20])=[O:17]>ClCCl>[CH3:1][CH:2]1[CH2:4][N:3]1[CH2:15][C:16]([O:18][CH2:19][CH3:20])=[O:17]. Procedure details: To a cold (−78° C.) solution of 2-methylaziridine (5.6 g, 99 mmol) and N,N-diisopropylethylamine (18.8 mL, 108 mmol) in dichloromethane (250 mL) under an atmosphere of nitrogen, ethyl bromoacetate (10 mL, 90 mmol) was added over a period of 1 h. The resultant mixture was allowed to slowly warm up and stirred at room temperature overnight. The resultant mixture was concentrated under vacuum, and the residue was suspended in chloroform. A stream of anhydrous ammonia gas was bubbled into the mixtur... The reactants are CC(c1ccc(F)cc1)N1CCNCC1, COCC(C)Nc1nc(Cl)cc(Oc2cccc3[nH]c(=O)c(N)nc23)n1. Product: COCC(C)Nc1nc(Oc2cccc3[nH]c(=O)c(N)nc23)cc(N2CCN(C(C)c3ccc(F)cc3)CC2)n1. As a reaction SMILES: [F:27][c:28]1[cH:29][cH:30][c:31]([CH:34]([CH3:35])[N:36]2[CH2:37][CH2:38][NH:39][CH2:40][CH2:41]2)[cH:32][cH:33]1.[NH2:1][c:2]1[c:3](=[O:26])[nH:4][c:5]2[cH:6][cH:7][cH:8][c:9]([O:12][c:13]3[n:14][c:15]([NH:20][CH:21]([CH2:22][O:23][CH3:24])[CH3:25])[n:16][c:17]([Cl:19])[cH:18]3)[c:10]2[n:11]1>>[NH2:1][c:2]1[c:3](=[O:26])[nH:4][c:5]2[cH:6][cH:7][cH:8][c:9]([O:12][c:13]3[n:14][c:15]([NH:20][CH:21]([CH2:22][O:23][CH3:24])[CH3:25])[n:16][c:17]([N:39]4[CH2:38][CH2:37][N:36]([CH:34]([c:31]5[cH:30][cH:29][c:28]([F:27])[cH:33][cH:32]5)[CH3:35])[CH2:41][CH2:40]4)[cH:18]3)[c:10]2[n:11]1. Reactants: BrC1=CC(=C(C=C1)C1=NC=CC=C1)F (2-(4-Bromo-2-fluorophenyl)pyridine), [C-]#N.[Na+] (sodium cyanide). Solvent: CCOC(=O)C (EtOAc), CS(=O)C (DMSO). Run at temperature 180 celsius. Yields the product BrC=1C=CC(=C(C#N)C1)C1=NC=CC=C1 (5-bromo-2-pyridin-2-ylbenzonitrile). The yield is 79.2%. RXN SMILES: [Br:1][C:2]1[CH:7]=[CH:6][C:5]([C:8]2[CH:13]=[CH:12][CH:11]=[CH:10][N:9]=2)=[C:4](F)[CH:3]=1.[C-:15]#[N:16].[Na+]>CS(C)=O.CCOC(C)=O>[Br:1][C:2]1[CH:7]=[CH:6][C:5]([C:8]2[CH:13]=[CH:12][CH:11]=[CH:10][N:9]=2)=[C:4]([CH:3]=1)[C:15]#[N:16] |f:1.2|. Procedure: 2-(4-Bromo-2-fluorophenyl)pyridine (1.0 g, 3.9 mmol) and sodium cyanide (214 mg, 4.3 mmol) were combined in DMSO (20 mL) under argon. The reaction mixture was heated at 180° C. overnight. TLC analysis showed no starting material present. The reaction mixture was diluted with EtOAc (100 mL), and washed with H2O (3×100 mL), brine (100 mL), dried over Na2SO4, filtered, and concentrated in vacuo to afford a dark oil. The crude product was purified by column chromatography eluting with 1:9 EtOAc:Hexa...